This data is from the Open Reaction Database (ORD), a public repository of structured organic reaction records. The task is: describe an organic reaction: reactants, conditions, products, and yield Reactants: C(C)(C)(C)OC(NC1=C(C=C(C(=C1)N(C)CCOC)Cl)N)=O ({2-amino-4-chloro-5-[(2-methoxy-ethyl)-methyl-amino]-phenyl}-carbamic acid tert.-butyl ester), C(C)(C)(C)OC(CC(=O)C1=CC(=CC=C1)C1=CC(=NO1)C)=O (3-[3-(3-methyl-isoxazol-5-yl)-phenyl]-3-oxo-propionic acid tert.-butyl ester). Product: C(C)(C)(C)OC(NC1=C(C=C(C(=C1)N(C)CCOC)Cl)NC(CC(=O)C1=CC(=CC=C1)C1=CC(=NO1)C)=O)=O ((4-Chloro-5-[(2-methoxy-ethyl)-methyl-amino]-2-{3-[3-(3-methyl-isoxazol-5-yl)-phenyl]-3-oxo-propionylamino}-phenyl)-carbamic acid tert.-butyl ester). As a reaction SMILES: [C:1]([O:5][C:6](=[O:22])[NH:7][C:8]1[CH:13]=[C:12]([N:14]([CH2:16][CH2:17][O:18][CH3:19])[CH3:15])[C:11]([Cl:20])=[CH:10][C:9]=1[NH2:21])([CH3:4])([CH3:3])[CH3:2].C([O:27][C:28](=O)[CH2:29][C:30]([C:32]1[CH:37]=[CH:36][CH:35]=[C:34]([C:38]2[O:42][N:41]=[C:40]([CH3:43])[CH:39]=2)[CH:33]=1)=[O:31])(C)(C)C>>[C:1]([O:5][C:6](=[O:22])[NH:7][C:8]1[CH:13]=[C:12]([N:14]([CH2:16][CH2:17][O:18][CH3:19])[CH3:15])[C:11]([Cl:20])=[CH:10][C:9]=1[NH:21][C:28](=[O:27])[CH2:29][C:30]([C:32]1[CH:37]=[CH:36][CH:35]=[C:34]([C:38]2[O:42][N:41]=[C:40]([CH3:43])[CH:39]=2)[CH:33]=1)=[O:31])([CH3:4])([CH3:2])[CH3:3]. Procedure details: The title compound was prepared from {2-amino-4-chloro-5-[(2-methoxy-ethyl)-methyl-amino]-phenyl}-carbamic acid tert.-butyl ester (Example J4) (165 mg, 0.5 mmol) and 3-[3-(3-methyl-isoxazol-5-yl)-phenyl]-3-oxo-propionic acid tert.-butyl ester (Example K4) (165 mg, 0.55 mmol) according to the general procedure M. Obtained as an amorphous yellow substance (207 mg).